Dataset: the Open Reaction Database (ORD), a public repository of structured organic reaction records. Task: describe an organic reaction: reactants, conditions, products, and yield Reactants: C(C)(=O)C1=NNC(=C1)C(=O)OCC (ethyl 3-acetyl-1H-pyrazole-5-carboxylate), ClC=1C=CC(=C(C1)B(O)O)C ((5-chloro-2-methylphenyl)boronic acid), N1=CC=CC=C1 (pyridine). The reagents and catalysts are C(C)(=O)[O-].[Cu+2].C(C)(=O)[O-] (copper(II) acetate). The solvent is C(Cl)Cl (DCM). Conditions: time 48 hour. The product is C(C)(=O)C1=NN(C(=C1)C(=O)OCC)C1=C(C=CC(=C1)Cl)C (ethyl 3-acetyl-1-(5-chloro-2-methylphenyl)-1H-pyrazole-5-carboxylate). Yield: 43.8%. As a reaction SMILES: [C:1]([C:4]1[CH:8]=[C:7]([C:9]([O:11][CH2:12][CH3:13])=[O:10])[NH:6][N:5]=1)(=[O:3])[CH3:2].[Cl:14][C:15]1[CH:16]=[CH:17][C:18]([CH3:24])=[C:19](B(O)O)[CH:20]=1.N1C=CC=CC=1>C(Cl)Cl.C([O-])(=O)C.[Cu+2].C([O-])(=O)C>[C:1]([C:4]1[CH:8]=[C:7]([C:9]([O:11][CH2:12][CH3:13])=[O:10])[N:6]([C:17]2[CH:16]=[C:15]([Cl:14])[CH:20]=[CH:19][C:18]=2[CH3:24])[N:5]=1)(=[O:3])[CH3:2] |f:4.5.6|. Procedure details: A mixture of ethyl 3-acetyl-1H-pyrazole-5-carboxylate (364 mg, 2.0 mmol), (5-chloro-2-methylphenyl)boronic acid (680 mg, 4.0 mmol), copper(II) acetate (571 mg, 3.0 mmol) and pyridine (0.32 mL, 4 mmol) in DCM (10 mL) was stirred at r.t. under an air atmosphere for 48 h. After removal of the insolubles by filtration, the filtrate was washed with water and saturated brine, dried over anhydrous sodium sulfate, concentrated in vacuo and purified by flash chromatography (hexane/AcOEt, 90/10) to obtain... Starting materials: Br, [K+], [K+], Nc1ncc(Br)s1, O=C([O-])[O-], CN(C)C=O, Sc1ccccn1. The product is Nc1ncc(Sc2ccccn2)s1. As a reaction SMILES: [BrH:1].[K+:16].[K+:17].[NH2:2][c:3]1[s:4][c:5]([Br:8])[cH:6][n:7]1.[O-:18][C:19]([O-:20])=[O:21].[O:22]=[CH:23][N:24]([CH3:25])[CH3:26].[SH:9][c:10]1[n:11][cH:12][cH:13][cH:14][cH:15]1>>[NH2:2][c:3]1[s:4][c:5]([S:9][c:10]2[n:11][cH:12][cH:13][cH:14][cH:15]2)[cH:6][n:7]1. As a reaction SMILES: [Br:11][N:12]1[C:13](=[O:14])[CH2:15][CH2:16][C:17]1=[O:18].[CH3:19][CH2:20][CH2:21][CH2:22][CH2:23][CH3:24].[CH3:25][c:26]1[cH:27][cH:28][cH:29][cH:30][cH:31]1.[NH2:1][c:2]1[cH:3][cH:4][c:5]([C:8]([CH3:9])=[O:10])[cH:6][cH:7]1>>[NH2:1][c:2]1[c:3]([Br:11])[cH:4][c:5]([C:8]([CH3:9])=[O:10])[cH:6][cH:7]1. Product: CC(=O)c1ccc(N)c(Br)c1. The reactants are O=C1CCC(=O)N1Br, CCCCCC, Cc1ccccc1, CC(=O)c1ccc(N)cc1. Reactants: BrC1=CN(C2=NC(=C(N=C21)C2=CC=C(C=C2)C)C2=CC=C(C=C2)C)CCCCCCC(=O)OCC (Ethyl 7-(7-bromo-2,3-di-p-tolyl-5H-pyrrolo[2,3-b]pyrazin-5-yl)heptanoate), N#N (N2), CO (MeOH), Cl (HCl), [Na] (sodium). Run in O (water). Conditions: time 30 minute. Product: COC1=CC=2C(=NC(=C(N2)C2=CC=C(C=C2)C)C2=CC=C(C=C2)C)N1CCCCCCC(=O)O (7-(6-Methoxy-2,3-di-p-tolyl-pyrrolo[2,3-b]pyrazin-5-yl)-heptanoic acid). RXN SMILES: Br[C:2]1[C:10]2[C:5](=[N:6][C:7]([C:18]3[CH:23]=[CH:22][C:21]([CH3:24])=[CH:20][CH:19]=3)=[C:8]([C:11]3[CH:16]=[CH:15][C:14]([CH3:17])=[CH:13][CH:12]=3)[N:9]=2)[N:4]([CH2:25][CH2:26][CH2:27][CH2:28][CH2:29][CH2:30][C:31]([O:33]CC)=[O:32])[CH:3]=1.N#N.[Na].Cl.[CH3:40][OH:41]>O>[CH3:40][O:41][C:3]1[N:4]([CH2:25][CH2:26][CH2:27][CH2:28][CH2:29][CH2:30][C:31]([OH:33])=[O:32])[C:5]2=[N:6][C:7]([C:18]3[CH:23]=[CH:22][C:21]([CH3:24])=[CH:20][CH:19]=3)=[C:8]([C:11]3[CH:12]=[CH:13][C:14]([CH3:17])=[CH:15][CH:16]=3)[N:9]=[C:10]2[CH:2]=1 |^1:37|. Reported procedure: A mixture comprising ethyl 7-(7-bromo-2,3-di-p-tolyl-5H-pyrrolo[2,3-b]pyrazin-5-yl)heptanoate (step 1) (50 mg, 0.094 mmol) in anhydrous MeOH (1 ml) was degassed with N2 and treated with sodium (10.75 mg, 0.468 mmol). After stirring at room temperature for 30 minutes, the mixture was heated to 120° C. using microwave radiation for 1 hour. The mixture was diluted with water (20 ml) and the pH was adjusted to pH1 using 2M HCl. The aqueous was extracted with DCM (×3) and the combined organic extract... The reactants are C1CCNCC1, O=[N+]([O-])c1ccc(F)c(F)c1, O. The product is O=[N+]([O-])c1ccc(N2CCCCC2)c(F)c1. RXN SMILES: [CH2:12]1[CH2:13][CH2:14][NH:15][CH2:16][CH2:17]1.[F:1][c:2]1[cH:3][c:4]([N+:9](=[O:10])[O-:11])[cH:5][cH:6][c:7]1[F:8].[OH2:18]>>[F:1][c:2]1[cH:3][c:4]([N+:9](=[O:10])[O-:11])[cH:5][cH:6][c:7]1[N:15]1[CH2:14][CH2:13][CH2:12][CH2:17][CH2:16]1.